The task is: describe an organic reaction: reactants, conditions, products, and yield. This data is from the Open Reaction Database (ORD), a public repository of structured organic reaction records. The reactants are CCOc1cc(B(O)O)ccc1C(=O)NS(C)(=O)=O, CN(C)C=O, ClCCl, [Na+], [Na+], O=C([O-])[O-], CC(C)(C)OC(=O)N(CCOc1ccc(I)cc1)CC(O)c1ccccc1. Product: CCOc1cc(-c2ccc(OCCN(CC(O)c3ccccc3)C(=O)OC(C)(C)C)cc2)ccc1C(=O)NS(C)(=O)=O. As a reaction SMILES: [CH2:28]([CH3:29])[O:30][c:31]1[cH:32][c:33]([B:44]([OH:45])[OH:46])[cH:34][cH:35][c:36]1[C:37](=[O:38])[NH:39][S:40](=[O:41])(=[O:42])[CH3:43].[CH3:56][N:57]([CH3:58])[CH:59]=[O:60].[Cl:47][CH2:48][Cl:49].[Na+:50].[Na+:51].[O-:52][C:53](=[O:54])[O-:55].[OH:1][CH:2]([CH2:3][N:4]([C:5]([O:6][C:7]([CH3:8])([CH3:9])[CH3:10])=[O:11])[CH2:12][CH2:13][O:14][c:15]1[cH:16][cH:17][c:18]([I:21])[cH:19][cH:20]1)[c:22]1[cH:23][cH:24][cH:25][cH:26][cH:27]1>>[OH:1][CH:2]([CH2:3][N:4]([C:5]([O:6][C:7]([CH3:8])([CH3:9])[CH3:10])=[O:11])[CH2:12][CH2:13][O:14][c:15]1[cH:16][cH:17][c:18](-[c:33]2[cH:32][c:31]([O:30][CH2:28][CH3:29])[c:36]([C:37](=[O:38])[NH:39][S:40](=[O:41])(=[O:42])[CH3:43])[cH:35][cH:34]2)[cH:19][cH:20]1)[c:22]1[cH:23][cH:24][cH:25][cH:26][cH:27]1. Reactants: N1(CCOCC1)C=1N=C(NC(C1)=O)CC(=O)[O-].[Na+] (sodium [4-(morpholin-4-yl)-6-oxo-1,6-dihydropyrimidin-2-yl]acetate), N1CC(C2=CC=CC=C12)CN(C)C ((2,3-dihydro-1H-indol-3-ylmethyl)dimethylamine), Cl.CN(CCCN=C=NCC)C (N-[3-(dimethylamino)propyl]-N′-ethylcarbodiimide hydrochloride). The solvent is N1=CC=CC=C1 (pyridine), CN(C=O)C (N,N-dimethylformamide). The yield is 61.5%. Product: CN(C)CC1CN(C2=CC=CC=C12)C(CC1=NC(=CC(N1)=O)N1CCOCC1)=O (2-[2-(3-dimethylaminomethyl-2,3-dihydroindol-1-yl)-2-oxoethyl]-6-morpholin-4-yl-3H-pyrimidin-4-one). Reported procedure: The product is prepared according to the procedure described in example 5, using 220 mg of sodium [4-(morpholin-4-yl)-6-oxo-1,6-dihydropyrimidin-2-yl]acetate, 300 mg of (2,3-dihydro-1H-indol-3-ylmethyl)dimethylamine and 210 mg of N-[3-(dimethylamino)propyl]-N′-ethylcarbodiimide hydrochloride in a mixture of 0.14 ml of pyridine and 2.5 ml of N,N-dimethylformamide. 206 mg of 2-[2-(3-dimethylaminomethyl-2,3-dihydroindol-1-yl)-2-oxoethyl]-6-morpholin-4-yl-3H-pyrimidin-4-one are obtained in the form ... RXN SMILES: [N:1]1([C:7]2[N:8]=[C:9]([CH2:14][C:15]([O-:17])=O)[NH:10][C:11](=[O:13])[CH:12]=2)[CH2:6][CH2:5][O:4][CH2:3][CH2:2]1.[Na+].[NH:19]1[C:27]2[C:22](=[CH:23][CH:24]=[CH:25][CH:26]=2)[CH:21]([CH2:28][N:29]([CH3:31])[CH3:30])[CH2:20]1.Cl.CN(C)CCCN=C=NCC>N1C=CC=CC=1.CN(C)C=O>[CH3:31][N:29]([CH2:28][CH:21]1[C:22]2[C:27](=[CH:26][CH:25]=[CH:24][CH:23]=2)[N:19]([C:15](=[O:17])[CH2:14][C:9]2[NH:10][C:11](=[O:13])[CH:12]=[C:7]([N:1]3[CH2:2][CH2:3][O:4][CH2:5][CH2:6]3)[N:8]=2)[CH2:20]1)[CH3:30] |f:0.1,3.4|. Reactants: S1C(NC(C1)=O)=O (2,4-thiazolidinedione), FC(OC1=C(C=C(C=O)C=C1)C1=CC=2C(CCC(C2C=C1C)(C)C)(C)C)(F)F (4-trifluoromethoxy-3-(3,5,5,8,8-pentamethyl-5,6,7,8-tetrahydronaphthalen-2-yl)benzaldehyde), N1CCCCC1 (piperidine). The solvent is C1(=CC=CC=C1)C (toluene), O (water), O (water), C(C)(=O)O (acetic acid), C1(=CC=CC=C1)C (toluene). Reaction conditions: time 15 minute. Product: CC=1C(=CC=2C(CCC(C2C1)(C)C)(C)C)C=1C=C(C=C2C(NC(S2)=O)=O)C=CC1OC(F)(F)F (3-(3,5,5,8,8-pentamethyl-5,6,7,8-tetrahydro-2-naphthyl)-4-trifluoromethoxybenzylidene-2,4-thiazolidinedione). The yield is 47.4%. As a reaction SMILES: N1CCCCC1.[S:7]1[CH2:11][C:10](=[O:12])[NH:9][C:8]1=[O:13].[F:14][C:15]([F:41])([F:40])[O:16][C:17]1[CH:24]=[CH:23][C:20]([CH:21]=O)=[CH:19][C:18]=1[C:25]1[C:34]([CH3:35])=[CH:33][C:32]2[C:31]([CH3:37])([CH3:36])[CH2:30][CH2:29][C:28]([CH3:39])([CH3:38])[C:27]=2[CH:26]=1>C1(C)C=CC=CC=1.O.C(O)(=O)C>[CH3:35][C:34]1[C:25]([C:18]2[CH:19]=[C:20]([CH:23]=[CH:24][C:17]=2[O:16][C:15]([F:14])([F:41])[F:40])[CH:21]=[C:11]2[S:7][C:8](=[O:13])[NH:9][C:10]2=[O:12])=[CH:26][C:27]2[C:28]([CH3:39])([CH3:38])[CH2:29][CH2:30][C:31]([CH3:36])([CH3:37])[C:32]=2[CH:33]=1. Procedure details: To a solution of toluene (50 mL) containing piperidine (0.84 mL, 8.53 mmol) and acetic acid (0.84 mL) was added 2,4-thiazolidinedione (3.3 g, 28.43 mmol) and 4-trifluoromethoxy-3-(3,5,5,8,8-pentamethyl-5,6,7,8-tetrahydronaphthalen-2-yl)benzaldehyde (11.1 g, 28.43 mmol). The reaction mixture was heated at reflux with continuous removal of water using a Dean-Stark water separator. After 12 hours at reflux 25 mL of toluene was removed by distillation and the solution was cooled to room temperature.... The reactants are [OH-].[NH4+] (Ammonium hydroxide), FC1=C(C=C(C(=C1)Br)F)S(=O)(=O)Cl (2,5-difluoro-4-bromophenylsulfonyl chloride), O (water). The solvent is O1CCCC1 (tetrahydrofuran). Run at time 10 minute. Yields the product BrC1=CC(=C(C=C1F)S(=O)(=O)N)F (4-Bromo-2,5-difluorobenzenesulfonamide). RXN SMILES: [OH-].[NH4+:2].[F:3][C:4]1[CH:9]=[C:8]([Br:10])[C:7]([F:11])=[CH:6][C:5]=1[S:12](Cl)(=[O:14])=[O:13].O>O1CCCC1>[Br:10][C:8]1[C:7]([F:11])=[CH:6][C:5]([S:12]([NH2:2])(=[O:14])=[O:13])=[C:4]([F:3])[CH:9]=1 |f:0.1|. Reported procedure: Ammonium hydroxide (5 ml) was added to a solution of 2,5-difluoro-4-bromophenylsulfonyl chloride (4.3 g) in tetrahydrofuran (20 ml) at room temperature (CARE:exotherm) and stirred for 10 min. The reaction mixture was poured into water and extracted with ethyl acetate. The ethyl acetate was dried over anhydrous magnesium sulfate and filtered. The filtrate was evaporated and the residue triturated with 20% diethyl ether in isohexane to give the sub-title compound as a solid (4.3 g).